Task: describe an organic reaction: reactants, conditions, products, and yield. Dataset: the Open Reaction Database (ORD), a public repository of structured organic reaction records The reactants are C(#N)C=1C=C(CCl)C=CC1 (3-cyanobenzyl chloride), C1(C=2C(C(N1)=O)=CC=CC2)=O.[K] (potassium phthalimide), O (water), resultant mixture. The solvent is CN(C=O)C (N,N-dimethylformamide), CN(C=O)C (N,N-dimethylformamide). Yields the product C(#N)C=1C=C(CN2C(C=3C(C2=O)=CC=CC3)=O)C=CC1 (N-(3-cyanobenzyl)phthalimide). The yield is 76.4%. As a reaction SMILES: [C:1]([C:3]1[CH:4]=[C:5]([CH:8]=[CH:9][CH:10]=1)[CH2:6]Cl)#[N:2].[C:11]1(=[O:21])[NH:15][C:14](=[O:16])[C:13]2=[CH:17][CH:18]=[CH:19][CH:20]=[C:12]12.[K].O>CN(C)C=O>[C:1]([C:3]1[CH:4]=[C:5]([CH:8]=[CH:9][CH:10]=1)[CH2:6][N:15]1[C:14](=[O:16])[C:13]2=[CH:17][CH:18]=[CH:19][CH:20]=[C:12]2[C:11]1=[O:21])#[N:2] |f:1.2,^1:21|. Procedure: A solution of 3-cyanobenzyl chloride (13.3 g) in N,N-dimethylformamide (30 ml) was added dropwise to a suspension of potassium phthalimide (15.9 g) in N,N-dimethylformamide (160 ml) at ambient temperature under stirring and the resultant mixture was stirred for 12 hours at ambient temperature. The reaction mixture was poured into water and the precipitate was collected by filtration. The precipitate was dissolved in a mixture of ethyl acetate and tetrahydrofuran and the resultant solution was wa... Starting materials: C(N)(=O)C1=CC2=C(S1)C=CC(=C2)OC (2-Carbamoyl-5-methoxybenzo[b]thiophene), Br (hydrobromic acid), C(C)(=O)O (acetic acid), ice water. Procedure: A mixture of 2-Carbamoyl-5-methoxybenzo[b]thiophene (2.0 g), acetic acid (5 ml) and 48% hydrobromic acid (20 ml) was stirred for 16 hours at 110° C., and the mixture was poured into the ice-water. The resulting precipitate was collected by filtration, and dried to give 5-Hydroxybenzo[b]thiophene-2-carboxylic acid (1.66 g). Product: OC1=CC2=C(SC(=C2)C(=O)O)C=C1 (5-Hydroxybenzo[b]thiophene-2-carboxylic acid). RXN SMILES: [C:1]([C:4]1[S:8][C:7]2[CH:9]=[CH:10][C:11]([O:13]C)=[CH:12][C:6]=2[CH:5]=1)(=[O:3])N.Br.C(O)(=[O:18])C>>[OH:13][C:11]1[CH:10]=[CH:9][C:7]2[S:8][C:4]([C:1]([OH:3])=[O:18])=[CH:5][C:6]=2[CH:12]=1. Run at temperature 110 celsius, time 16 hour. Starting materials: Br.NC1C(=O)OCC1 (α-Aminobutyrolactone hydrobromide), CN1CCOCC1 (N-methylmorpholine), C1(=CC=CC=C1)C(C1=CC=CC=C1)(C1=CC=CC=C1)Cl (triphenylmethyl chloride). The solvent is CN(C=O)C (N,N-dimethylformamide). Conditions: time 16 hour. The product is C1(=CC=CC=C1)C(NC1C(=O)OCC1)(C1=CC=CC=C1)C1=CC=CC=C1 (N-triphenylmethyl-α-amino-butyrolactone). As a reaction SMILES: Br.[NH2:2][CH:3]1[CH2:8][CH2:7][O:6][C:4]1=[O:5].CN1CCOCC1.[C:16]1([C:22](Cl)([C:29]2[CH:34]=[CH:33][CH:32]=[CH:31][CH:30]=2)[C:23]2[CH:28]=[CH:27][CH:26]=[CH:25][CH:24]=2)[CH:21]=[CH:20][CH:19]=[CH:18][CH:17]=1>CN(C)C=O>[C:16]1([C:22]([C:23]2[CH:24]=[CH:25][CH:26]=[CH:27][CH:28]=2)([C:29]2[CH:30]=[CH:31][CH:32]=[CH:33][CH:34]=2)[NH:2][CH:3]2[CH2:8][CH2:7][O:6][C:4]2=[O:5])[CH:17]=[CH:18][CH:19]=[CH:20][CH:21]=1 |f:0.1|. Reported procedure: α-Aminobutyrolactone hydrobromide (10.0 g, 54.9 mmol), N-methylmorpholine (11.2 g, 110.0 mmol) and triphenylmethyl chloride (15.4 g, 55.2 mmol) were dissolved in N,N-dimethylformamide (DMF) (200 ml) (distilled from calcium hydride) and stirred at ambient temperature for 16 hours. The mixture was filtered, and water (200 ml) was added to the DMF-solution. The resulting slurry was stirred for 2 hours, the precipitate was filtered off and washed with a mixutre of DMF and water (1:1, 50 ml). The sol... The reactants are C(C)(=O)O (acetic acid), CN1C(=NC=C1)C=O (1-methyl-2-imidazole carboxaldehyde), C(#N)[BH3-].[Na+] (sodium cyanoborohydride), N1C(=NC=C1)CNCC=1C=C2CCN(CC2=CC1)CCCCN(CCC)CCC ([4-(6-{[(1H-imidazol-2-ylmethyl)-amino]-methyl}-3,4-dihydro-1H-isoquinolin-2-yl)-butyl]-dipropylamine). The solvent is CO (methanol). Run at time 16.5 hour. Yields the product N1C(=NC=C1)CN(CC=1N(C=CN1)C)CC=1C=C2CCN(CC2=CC1)CCCCN(CCC)CCC ([4-(6-{[(1H-imidazol-2-ylmethyl)-(1-methyl-1H-imidazol-2-ylmethyl)-amino]-methyl}-3,4-dihydro-1H-isoquinolin-2-yl)-butyl]-dipropyl-amine). Yield: 89.4%. As a reaction SMILES: [NH:1]1[CH:5]=[CH:4][N:3]=[C:2]1[CH2:6][NH:7][CH2:8][C:9]1[CH:10]=[C:11]2[C:16](=[CH:17][CH:18]=1)[CH2:15][N:14]([CH2:19][CH2:20][CH2:21][CH2:22][N:23]([CH2:27][CH2:28][CH3:29])[CH2:24][CH2:25][CH3:26])[CH2:13][CH2:12]2.[CH3:30][N:31]1[CH:35]=[CH:34][N:33]=[C:32]1[CH:36]=O.C([BH3-])#N.[Na+].C(O)(=O)C>CO>[NH:1]1[CH:5]=[CH:4][N:3]=[C:2]1[CH2:6][N:7]([CH2:8][C:9]1[CH:10]=[C:11]2[C:16](=[CH:17][CH:18]=1)[CH2:15][N:14]([CH2:19][CH2:20][CH2:21][CH2:22][N:23]([CH2:24][CH2:25][CH3:26])[CH2:27][CH2:28][CH3:29])[CH2:13][CH2:12]2)[CH2:36][C:32]1[N:31]([CH3:30])[CH:35]=[CH:34][N:33]=1 |f:2.3|. Reported procedure: The compound (104 mg) obtained in Example 17-7 was dissolved in anhydrous methanol (4.0 ml) and added with 1-methyl-2-imidazole carboxaldehyde (42.9 mg) and sodium cyanoborohydride (49.0 mg). The solution was adjusted to pH 5 with acetic acid and stirred at room temperature for 16.5 hours. After completion of the reaction, the solvent was distilled off. The resultant was added with a 1 mol/l sodium hydroxide aqueous solution, subjected to extraction with chloroform, and dried with magnesium sulf... The reactants are [BH3-]C#N, Cn1ccnc1C=O, CC(=O)O, CO, [Na+], CCCN(CCC)CCCCN(Cc1ccc(CNCc2ncc[nH]2)cc1)c1ccccc1. Product: CCCN(CCC)CCCCN(Cc1ccc(CN(Cc2ncc[nH]2)Cc2nccn2C)cc1)c1ccccc1. RXN SMILES: [C:42]([BH3-:43])#[N:44].[CH3:34][n:35]1[c:36]([CH:40]=[O:41])[n:37][cH:38][cH:39]1.[CH3:46][C:47](=[O:48])[OH:49].[CH3:50][OH:51].[Na+:45].[nH:1]1[c:2]([CH2:6][NH:7][CH2:8][c:9]2[cH:10][cH:11][c:12]([CH2:13][N:14]([CH2:15][CH2:16][CH2:17][CH2:18][N:19]([CH2:20][CH2:21][CH3:22])[CH2:23][CH2:24][CH3:25])[c:26]3[cH:27][cH:28][cH:29][cH:30][cH:31]3)[cH:32][cH:33]2)[n:3][cH:4][cH:5]1>>[nH:1]1[c:2]([CH2:6][N:7]([CH2:8][c:9]2[cH:10][cH:11][c:12]([CH2:13][N:14]([CH2:15][CH2:16][CH2:17][CH2:18][N:19]([CH2:20][CH2:21][CH3:22])[CH2:23][CH2:24][CH3:25])[c:26]3[cH:27][cH:28][cH:29][cH:30][cH:31]3)[cH:32][cH:33]2)[CH2:40][c:36]2[n:35]([CH3:34])[cH:39][cH:38][n:37]2)[n:3][cH:4][cH:5]1. The reactants are BrC1=CC=C(C=C1)C1=CC=C(C=C1)O (4-(4-bromophenyl)phenol), C(C=C)(=O)OC (methyl acrylate), C(C)(=O)OCC (ethyl acetate), Cl (HCl). The reagents and catalysts are C(C)(=O)[O-].[Pd+2].C(C)(=O)[O-] (Palladium acetate), C1(=C(C=CC=C1)P(C1=C(C=CC=C1)C)C1=C(C=CC=C1)C)C (tri-(o-tolyl)phosphine), C(C)(=O)[O-].[Pd+2].C(C)(=O)[O-] (Palladium acetate), C1(=C(C=CC=C1)P(C1=C(C=CC=C1)C)C1=C(C=CC=C1)C)C (tri-(o-toluyl)phosphine), C(C)(=O)[O-].[Pd+2].C(C)(=O)[O-] (Palladium acetate), C1(=C(C=CC=C1)P(C1=C(C=CC=C1)C)C1=C(C=CC=C1)C)C (tri-(o-tolyl)phosphine). Solvent: C(C)N(CC)CC (triethylamine). Product: OC1=CC=C(C=C1)C1=CC=C(/C=C/C(=O)OC)C=C1 (methyl E-4-(4-hydroxyphenyl)cinnamate). The yield is 83.3%. Reaction SMILES: Br[C:2]1[CH:7]=[CH:6][C:5]([C:8]2[CH:13]=[CH:12][C:11]([OH:14])=[CH:10][CH:9]=2)=[CH:4][CH:3]=1.[C:15]([O:19][CH3:20])(=[O:18])[CH:16]=[CH2:17].Cl.C(OCC)(=O)C>C(N(CC)CC)C.C([O-])(=O)C.[Pd+2].C([O-])(=O)C.C1(C)C=CC=CC=1P(C1C=CC=CC=1C)C1C=CC=CC=1C>[OH:14][C:11]1[CH:12]=[CH:13][C:8]([C:5]2[CH:6]=[CH:7][C:2](/[CH:17]=[CH:16]/[C:15]([O:19][CH3:20])=[O:18])=[CH:3][CH:4]=2)=[CH:9][CH:10]=1 |f:5.6.7|. Reported procedure: A mixture of 2 g (8.03 mmol) of 4-(4-bromophenyl)phenol, 1.1 g (12.8 mmol) of methyl acrylate, 18 mg (0.08 mmol) of Palladium acetate, and 94 mg (0.31 mmol) of tri-(o-tolyl)phosphine in 3.7 ml of triethylamine was refluxed for 6 hours. A further 6 mg of Palladium acetate and 30 mg of tri-(o-tolyl)phosphine were added and heated for an hour, then a further 30 mg of Palladium acetate and 94 mg di tri-(o-toluyl)phosphine were added and heated for 3.5 hours. Then the reaction was acidified with 6M H... The reactants are CCO, O=C1c2ccc([N+](=O)[O-])cc2C(=O)N1C1CC1, [Na+], [OH-], O, O, Cl[Sn]Cl. Yields the product Nc1ccc2c(c1)C(=O)N(C1CC1)C2=O. Reaction SMILES: [CH3:25][CH2:26][OH:27].[CH:1]1([N:4]2[C:5](=[O:17])[c:6]3[c:7]([cH:10][c:11]([N+:14]([O-:15])=[O:16])[cH:12][cH:13]3)[C:8]2=[O:9])[CH2:2][CH2:3]1.[Na+:24].[OH-:23].[OH2:18].[OH2:19].[Sn:20]([Cl:21])[Cl:22]>>[CH:1]1([N:4]2[C:5](=[O:17])[c:6]3[c:7]([cH:10][c:11]([NH2:14])[cH:12][cH:13]3)[C:8]2=[O:9])[CH2:2][CH2:3]1.